From a dataset of the Open Reaction Database (ORD), a public repository of structured organic reaction records. describe an organic reaction: reactants, conditions, products, and yield Reactants: O=C([O-])[O-], C#CCBr, CCOC(=O)C1COCCN1, CN(C)C=O, Cl, [K+], [K+]. Yields the product C#CCN1CCOCC1C(=O)OCC. As a reaction SMILES: [C:17](=[O:18])([O-:19])[O-:20].[CH2:13]([C:14]#[CH:15])[Br:16].[CH2:2]([CH3:3])[O:4][C:5](=[O:6])[CH:7]1[CH2:8][O:9][CH2:10][CH2:11][NH:12]1.[CH3:23][N:24]([CH3:25])[CH:26]=[O:27].[ClH:1].[K+:21].[K+:22]>>[CH2:2]([CH3:3])[O:4][C:5](=[O:6])[CH:7]1[CH2:8][O:9][CH2:10][CH2:11][N:12]1[CH2:15][C:14]#[CH:13].